Dataset: the Open Reaction Database (ORD), a public repository of structured organic reaction records. Task: describe an organic reaction: reactants, conditions, products, and yield Reactants: Cl.Cl.N1CCC(CC1)N1CCN(CC1)C(=O)NC1CCN(CC1)CC(=O)O (4-[[4-(4-piperidinyl)-piperazin-1-yl]carbonylamino]piperidinoacetic acid dihydrochloride), C(C(C)C)O (isobutanol). Product: Cl.Cl.Cl.N1CCC(CC1)N1CCN(CC1)C(=O)NC1CCN(CC1)CC(=O)OCC(C)C (Isobutyl 4-[[4-(4-piperidinyl)-piperazin-1-yl]carbonylamino]piperidinoacetate trihydrochloride). Reaction SMILES: [ClH:1].Cl.[NH:3]1[CH2:8][CH2:7][CH:6]([N:9]2[CH2:14][CH2:13][N:12]([C:15]([NH:17][CH:18]3[CH2:23][CH2:22][N:21]([CH2:24][C:25]([OH:27])=[O:26])[CH2:20][CH2:19]3)=[O:16])[CH2:11][CH2:10]2)[CH2:5][CH2:4]1.[CH2:28](O)[CH:29]([CH3:31])[CH3:30]>>[ClH:1].[ClH:1].[ClH:1].[NH:3]1[CH2:8][CH2:7][CH:6]([N:9]2[CH2:10][CH2:11][N:12]([C:15]([NH:17][CH:18]3[CH2:23][CH2:22][N:21]([CH2:24][C:25]([O:27][CH2:28][CH:29]([CH3:31])[CH3:30])=[O:26])[CH2:20][CH2:19]3)=[O:16])[CH2:13][CH2:14]2)[CH2:5][CH2:4]1 |f:0.1.2,4.5.6.7|. Reported procedure: Prepared from 4-[[4-(4-piperidinyl)-piperazin-1-yl]carbonylamino]piperidinoacetic acid dihydrochloride and isobutanol. Product: CC=1C(=CC2=C(N=C(CC(N2)=O)C=2C=C(C=CC2)C2=CC(=CC=C2)S(=O)(=O)N)C1)C(F)(F)F (3′-(8-Methyl-4-oxo-7-trifluoromethyl-4,5-dihydro-3H-benzo[b][1,4]diazepin-2-yl)-biphenyl-3-sulfonic acid amide), solid. Reaction SMILES: C([NH:5][S:6]([C:9]1[CH:10]=[C:11]([C:15]2[CH:20]=[CH:19][CH:18]=[C:17]([C:21]3[CH2:22][C:23](=[O:37])[NH:24][C:25]4[CH:31]=[C:30]([C:32]([F:35])([F:34])[F:33])[C:29]([CH3:36])=[CH:28][C:26]=4[N:27]=3)[CH:16]=2)[CH:12]=[CH:13][CH:14]=1)(=[O:8])=[O:7])(C)(C)C.C(O)(C(F)(F)F)=O>C(Cl)Cl>[CH3:36][C:29]1[C:30]([C:32]([F:34])([F:33])[F:35])=[CH:31][C:25]2[NH:24][C:23](=[O:37])[CH2:22][C:21]([C:17]3[CH:16]=[C:15]([C:11]4[CH:12]=[CH:13][CH:14]=[C:9]([S:6]([NH2:5])(=[O:8])=[O:7])[CH:10]=4)[CH:20]=[CH:19][CH:18]=3)=[N:27][C:26]=2[CH:28]=1. Starting materials: C(C)(C)(C)NS(=O)(=O)C=1C=C(C=CC1)C1=CC(=CC=C1)C=1CC(NC2=C(N1)C=C(C(=C2)C(F)(F)F)C)=O (3′-(8-methyl-4-oxo-7-trifluoromethyl-4,5-dihydro-3H-benzo[b][1,4]diazepin-2-yl)-biphenyl-3-sulfonic acid tert-butylamide), C(=O)(C(F)(F)F)O (TFA). Solvent: C(Cl)Cl (DCM). Yield: 73.0%. Procedure details: The title compound was prepared from 3′-(8-methyl-4-oxo-7-trifluoromethyl-4,5-dihydro-3H-benzo[b][1,4]diazepin-2-yl)-biphenyl-3-sulfonic acid tert-butylamide (Example 2) (220 mg, 0.39 mmol) and TFA (5 mL) in DCM (1 mL) according to the general procedure I step 2. Obtained as a light yellow solid (136 mg, 73%). MS (ISP) 473.9 [(M+H)+]; mp 235-239° C. (dec). Starting materials: O=C([O-])O, CCN=C=NCCCN(C)C, CN(C)C=O, COc1ccc(CNc2nc(N3CCCC3CO)ncc2C(=O)O)cc1Cl, Cl, Cc1nn(C)c(C)c1N, [Na+], O, On1nnc2ccccc21. Product: COc1ccc(CNc2nc(N3CCCC3CO)ncc2C(=O)Nc2c(C)nn(C)c2C)cc1Cl. As a reaction SMILES: [C:60](=[O:61])([O-:62])[OH:63].[CH3:38][N:39]([CH3:40])[CH2:41][CH2:42][CH2:43][N:44]=[C:45]=[N:46][CH2:47][CH3:48].[CH3:65][N:66]([CH3:67])[CH:68]=[O:69].[Cl:1][c:2]1[cH:3][c:4]([CH2:5][NH:6][c:7]2[n:8][c:9]([N:16]3[CH:17]([CH2:21][OH:22])[CH2:18][CH2:19][CH2:20]3)[n:10][cH:11][c:12]2[C:13](=[O:14])[OH:15])[cH:23][cH:24][c:25]1[O:26][CH3:27].[ClH:37].[NH2:28][c:29]1[c:30]([CH3:36])[n:31][n:32]([CH3:35])[c:33]1[CH3:34].[Na+:64].[OH2:49].[OH:50][n:51]1[c:52]2[cH:53][cH:54][cH:55][cH:56][c:57]2[n:58][n:59]1>>[Cl:1][c:2]1[cH:3][c:4]([CH2:5][NH:6][c:7]2[n:8][c:9]([N:16]3[CH:17]([CH2:21][OH:22])[CH2:18][CH2:19][CH2:20]3)[n:10][cH:11][c:12]2[C:13](=[O:15])[NH:28][c:29]2[c:30]([CH3:36])[n:31][n:32]([CH3:35])[c:33]2[CH3:34])[cH:23][cH:24][c:25]1[O:26][CH3:27]. Starting materials: CCc1ccc([N+](=O)[O-])cc1Br, [Fe]. Yields the product CCc1ccc(N)cc1Br. As a reaction SMILES: [Br:1][c:2]1[c:3]([CH2:11][CH3:12])[cH:4][cH:5][c:6]([N+:8]([O-:9])=[O:10])[cH:7]1.[Fe:13]>>[Br:1][c:2]1[c:3]([CH2:11][CH3:12])[cH:4][cH:5][c:6]([NH2:8])[cH:7]1. Reactants: Cl (HCl), FC1=CC=C(/C=C/C2=CC(N(C=C2)C=2C=C3C=NN(C3=CC2)CCN2CCCC2)=O)C=C1 ((E)-4-(4-Fluorostyryl)-1-(1-(2-(pyrrolidin-1-yl)ethyl)-1H-indazol-5-yl)pyridin-2(1H)-one), C(=O)[O-].[NH4+] (ammonium formate). Reagents/catalysts: [Pd] (Palladium on carbon). The solvent is CCOCC (Et2O), CO (methanol). The product is Cl.FC1=CC=C(CCC2=CC(N(C=C2)C=2C=C3C=NN(C3=CC2)CCN2CCCC2)=O)C=C1 (4-(4-Fluorophenethyl)-1-(1-(2-(pyrrolidin-1-yl)ethyl)-1H-indazol-5-yl)pyridin-2(1H)-one hydrochloride). Isolated yield 9.1%. RXN SMILES: [F:1][C:2]1[CH:32]=[CH:31][C:5](/[CH:6]=[CH:7]/[C:8]2[CH:13]=[CH:12][N:11]([C:14]3[CH:15]=[C:16]4[C:20](=[CH:21][CH:22]=3)[N:19]([CH2:23][CH2:24][N:25]3[CH2:29][CH2:28][CH2:27][CH2:26]3)[N:18]=[CH:17]4)[C:10](=[O:30])[CH:9]=2)=[CH:4][CH:3]=1.C([O-])=O.[NH4+].[ClH:37]>CO.[Pd].CCOCC>[ClH:37].[F:1][C:2]1[CH:32]=[CH:31][C:5]([CH2:6][CH2:7][C:8]2[CH:13]=[CH:12][N:11]([C:14]3[CH:15]=[C:16]4[C:20](=[CH:21][CH:22]=3)[N:19]([CH2:23][CH2:24][N:25]3[CH2:29][CH2:28][CH2:27][CH2:26]3)[N:18]=[CH:17]4)[C:10](=[O:30])[CH:9]=2)=[CH:4][CH:3]=1 |f:1.2,7.8|. Procedure: (E)-4-(4-Fluorostyryl)-1-(1-(2-(pyrrolidin-1-yl)ethyl)-1H-indazol-5-yl)pyridin-2(1H)-one (70 mg, 0.16 mmol), and ammonium formate (20.7 mg, 0.328 mmol) were stirred in methanol (4 ml) for 5 min. Palladium on carbon (100 mg) was added, and the mixture was heated to reflux for 1.5 h. The reaction mixture was cooled to room temperature, filtered through celite, rinsed with ethanol, and then concentrated. The residue was dissolved in methanol (2 mL) and treated with 1 equivalent of 2 M HCl in Et2O a... The reactants are [Si](C)(C)(C)C#N (TMSCN), NC1=CC=C(C=C1)CCCC(=O)NC (4-(4-aminophenyl)-N-methylbutanamide), CC(=O)C (acetone), 12. Yields the product C(#N)C(C)(C)NC1=CC=C(C=C1)CCCC(=O)NC (4-(4-((2-cyanopropan-2-yl)amino)phenyl)-N-methylbutanamide). Procedure: TMSCN (0.1 mL, 0.78 mmol) was added to a mixture of the compound 30 (50 mg, 0.26 mmol), acetone (0.12 mL, 1.56 mmol) and 12 (4 mg, 0.03 mmol) with stirring. The reaction mixture was stirred at 40° C. for 1 h, and concentrated in vacuo. The residue was diluted with aqNa2SO3, and extracted with ethyl acetate. The combined organic layers were washed with aqNa2SO3 and brine, dried over Na2SO4 and concentrated to dryness to give compound 31 as light yellow oil. The crude product was used directly for... As a reaction SMILES: [Si]([C:5]#[N:6])(C)(C)C.[NH2:7][C:8]1[CH:13]=[CH:12][C:11]([CH2:14][CH2:15][CH2:16][C:17]([NH:19][CH3:20])=[O:18])=[CH:10][CH:9]=1.[CH3:21][C:22]([CH3:24])=O>>[C:5]([C:22]([NH:7][C:8]1[CH:9]=[CH:10][C:11]([CH2:14][CH2:15][CH2:16][C:17]([NH:19][CH3:20])=[O:18])=[CH:12][CH:13]=1)([CH3:24])[CH3:21])#[N:6].